This data is from the Open Reaction Database (ORD), a public repository of structured organic reaction records. The task is: describe an organic reaction: reactants, conditions, products, and yield Reactants: C1CCOC1, COC(=O)C(C)(C)Oc1ccccc1, CCCCCC, CC(=O)O, COP(C)(=O)OC, O. The product is COP(=O)(CC(=O)C(C)(C)Oc1ccccc1)OC. Reaction SMILES: [CH2:32]1[O:33][CH2:34][CH2:35][CH2:36]1.[CH3:14][C:15]([C:16](=[O:17])[O:18][CH3:19])([CH3:20])[O:21][c:22]1[cH:23][cH:24][cH:25][cH:26][cH:27]1.[CH3:1][CH2:2][CH2:3][CH2:4][CH2:5][CH3:6].[CH3:28][C:29](=[O:30])[OH:31].[CH3:7][P:8]([O:9][CH3:10])([O:11][CH3:12])=[O:13].[OH2:37]>>[CH2:7]([P:8]([O:9][CH3:10])([O:11][CH3:12])=[O:13])[C:16]([C:15]([CH3:14])([CH3:20])[O:21][c:22]1[cH:23][cH:24][cH:25][cH:26][cH:27]1)=[O:17]. Starting materials: O=[N+]([O-])O, NCCO[N+](=O)[O-], O=C1NC(C(=O)O)CO1. Yields the product O=C1NC(C(=O)NCCO[N+](=O)[O-])CO1. Reaction SMILES: [N+:10]([O-:11])([OH:12])=[O:13].[N+:14](=[O:15])([O-:16])[O:17][CH2:18][CH2:19][NH2:20].[O:1]=[C:2]1[O:3][CH2:4][CH:5]([C:7](=[O:8])[OH:9])[NH:6]1>>[O:1]=[C:2]1[O:3][CH2:4][CH:5]([C:7](=[O:9])[NH:20][CH2:19][CH2:18][O:17][N+:14](=[O:15])[O-:16])[NH:6]1. Starting materials: COC(CCCCCCC\C=C/CCCCCCCC)=O (methyloleate), C=C (ethylene). Reagents/catalysts: [Ru] (ruthenium). Reaction conditions: time 20 hour. Yields the product C=CCCCCCCCC (1-decene). Isolated yield 44.6%. Reaction SMILES: CO[C:3](=O)[CH2:4][CH2:5][CH2:6][CH2:7][CH2:8][CH2:9][CH2:10]/[CH:11]=[CH:12]\CCCCCCCC.C=C>[Ru]>[CH2:3]=[CH:4][CH2:5][CH2:6][CH2:7][CH2:8][CH2:9][CH2:10][CH2:11][CH3:12]. Procedure details: The supported ruthenium catalyst was evaluated in the metathesis of methyloleate with ethylene, in the manner described in Example 1, with the exception that the polymer-supported catalyst was weighed into the reactor first and swollen with 1 g of anhydrous, degassed toluene. A quantity of polymer-supported catalyst was used that correlated to a mole ratio of methyloleate to ruthenium of 4,500/1. Ethylene pressure was 60 psig (414 kPa); temperature was 50° C. Under these conditions, the supporte...